This data is from the Open Reaction Database (ORD), a public repository of structured organic reaction records. The task is: describe an organic reaction: reactants, conditions, products, and yield The reactants are P(OCCCl)(OCCCl)OCCCl (tris-(2-chloroethyl) phosphite), C(C)(C)(C)C=1C(=C(C(=C(CCl)C1)C)C)O (5-tert.-Butyl-2,3-dimethyl-4-hydroxybenzyl chloride). The solvent is C=1(C(=CC=CC1)C)C (xylene). Product: C(C)(C)(C)C=1C(=C(C(=C(CP(OCCCl)(OCCCl)=O)C1)C)C)O (Bis-(2-chloroethyl) 5-tert.-butyl-2,3-dimethyl-4-hydroxybenzylphosphonate), Compound 9. As a reaction SMILES: [P:1]([O:10][CH2:11][CH2:12][Cl:13])([O:6][CH2:7][CH2:8][Cl:9])[O:2]CCCl.[C:14]([C:18]1[C:19]([OH:28])=[C:20]([CH3:27])[C:21]([CH3:26])=[C:22]([CH:25]=1)[CH2:23]Cl)([CH3:17])([CH3:16])[CH3:15]>C1(C)C(C)=CC=CC=1>[C:14]([C:18]1[C:19]([OH:28])=[C:20]([CH3:27])[C:21]([CH3:26])=[C:22]([CH:25]=1)[CH2:23][P:1](=[O:2])([O:6][CH2:7][CH2:8][Cl:9])[O:10][CH2:11][CH2:12][Cl:13])([CH3:17])([CH3:16])[CH3:15]. Procedure: 13.45 tris-(2-chloroethyl) phosphite and 11.55 grams of the compound of Example 9 dissolved in 50 ml of dry xylene were mixed together and heated at 65° for 3 hours and then at 110° to 115°C for 21/2 hours during which 1,2-dichloroethane distilled out of the reaction mixture and was collected in a trap. The reaction mixture was free of solvent at reduced pressure, the resulting solid was triturated with petroleum ether and then recrystallized successively from a solvent mixture of benzene-hexane...